Dataset: the Open Reaction Database (ORD), a public repository of structured organic reaction records. Task: describe an organic reaction: reactants, conditions, products, and yield Reactants: ClC1=C(C=CC(=C1)F)CC(=O)N (2-chloro-4-fluorophenylacetamide), ClC1=C(C=CC(=C1)Cl)CC(=O)N (2,4-dichlorophenylacetamide). Yields the product C1(=CN2CCCC3=CC=CC1=C23)[C@@H]2C(NC([C@H]2C2=C(C=C(C=C2)Cl)Cl)=O)=O ((±)-Trans-3-(5,6-dihydro-4H-pyrrolo[3,2,1-ij]quinolin-1yl)-4-(2,4-dichlorophenyl) pyrrolidine-2,5-dione). As a reaction SMILES: Cl[C:2]1[CH:7]=[C:6](F)[CH:5]=[CH:4][C:3]=1[CH2:9][C:10]([NH2:12])=O.[Cl:13][C:14]1[CH:19]=[C:18]([Cl:20])[CH:17]=[CH:16][C:15]=1[CH2:21][C:22]([NH2:24])=[O:23]>>[C:9]1([C@H:21]2[C@H:21]([C:15]3[CH:16]=[CH:17][C:18]([Cl:20])=[CH:19][C:14]=3[Cl:13])[C:22](=[O:23])[NH:24][C:22]2=[O:23])[C:3]2=[C:4]3[C:5](=[CH:6][CH:7]=[CH:2]2)[CH2:19][CH2:14][CH2:15][N:12]3[CH:10]=1. Reported procedure: (±)-Trans-3-(5,6-dihydro-4H-pyrrolo[3,2,1-ij]quinolin-1yl)-4-(2,4-dichlorophenyl) pyrrolidine-2,5-dione was prepared according to Example 40 replacing 2-chloro-4-fluorophenylacetamide with 2,4-dichlorophenylacetamide. Yield 20.9 mg, 5.2%. 1H NMR (DMSO-d6) 400 MHz δ: 11.65 (s, 1H), 7.69 (s, 1H), 7.51 (d, 1H, J=8.0 Hz), 7.43 (d, 1H, J=8.0 Hz), 7.34 (s, 1H), 7.12 (m, 1H), 6.87 (m, 2H), 4.65 (d, 1H, J=7.6 Hz), 4.55 (d, 1H, J=7.6 Hz), 4.10 (t, 2H, J=6.0 Hz), 2.90 (t, 2H, J=6.0), 2.12 (t, 2H, J=6.0 Hz... Reactants: ClC=1C=C(C(=O)OO)C=CC1 (3-chloroperoxybenzoic acid), FC(F)(F)SC=1C=CC2=C(N=CO2)C1 (5-trifluoromethylsulfanylbenzoxazole), C([O-])(O)=O.[Na+] (sodium bicarbonate), S(=S)(=O)([O-])[O-].[Na+].[Na+] (sodium thiosulfate). The solvent is C(Cl)(Cl)Cl (chloroform). Run at time 1 day. The product is FC(S(=O)C=1C=CC2=C(N=CO2)C1)(F)F (5-trifluoromethylsulfinylbenzoxazole). Isolated yield 37.3%. Reaction SMILES: ClC1C=C(C=CC=1)C(OO)=[O:6].[F:12][C:13]([S:16][C:17]1[CH:18]=[CH:19][C:20]2[O:24][CH:23]=[N:22][C:21]=2[CH:25]=1)([F:15])[F:14].C(=O)(O)[O-].[Na+].S([O-])([O-])(=O)=S.[Na+].[Na+]>C(Cl)(Cl)Cl>[F:15][C:13]([F:12])([F:14])[S:16]([C:17]1[CH:18]=[CH:19][C:20]2[O:24][CH:23]=[N:22][C:21]=2[CH:25]=1)=[O:6] |f:2.3,4.5.6|. Reported procedure: 0.71 g of 3-chloroperoxybenzoic acid (purity of 65% or more) was added to a mixture of 0.50 g of 5-trifluoromethylsulfanylbenzoxazole and 3 ml of chloroform under ice cooling, and then the mixture was stirred at room temperature for 1 day. A saturated aqueous sodium bicarbonate solution and a saturated aqueous sodium thiosulfate solution were added to the reaction mixture, and the mixture was extracted with ethyl acetate. The organic layer was dried over anhydrous sodium sulfate and then concent... Reactants: C1CCOC1, Cc1ccccc1, CCN(C(C)C)C(C)C, [Cl-], O=C(O)c1c(I)ccn(-c2ccc(F)cc2)c1=O, NC(=O)c1nccc(Oc2ccc(N)cc2F)c1Cl, CN(C)C=O, O=S(Cl)Cl. Product: NC(=O)c1nccc(Oc2ccc(NC(=O)c3c(I)ccn(-c4ccc(F)cc4)c3=O)cc2F)c1Cl. As a reaction SMILES: [CH2:59]1[O:60][CH2:61][CH2:62][CH2:63]1.[CH3:52][c:53]1[cH:54][cH:55][cH:56][cH:57][cH:58]1.[CH:42]([N:43]([CH2:44][CH3:45])[CH:46]([CH3:47])[CH3:48])([CH3:49])[CH3:50].[Cl-:51].[F:1][c:2]1[cH:3][cH:4][c:5](-[n:8]2[c:9](=[O:18])[c:10]([C:15](=[O:16])[OH:17])[c:11]([I:14])[cH:12][cH:13]2)[cH:6][cH:7]1.[NH2:23][c:24]1[cH:25][c:26]([F:41])[c:27]([O:28][c:29]2[c:30]([Cl:38])[c:31]([C:35](=[O:36])[NH2:37])[n:32][cH:33][cH:34]2)[cH:39][cH:40]1.[O:64]=[CH:65][N:66]([CH3:67])[CH3:68].[S:19]([Cl:20])([Cl:21])=[O:22]>>[F:1][c:2]1[cH:3][cH:4][c:5](-[n:8]2[c:9](=[O:18])[c:10]([C:15](=[O:17])[NH:23][c:24]3[cH:25][c:26]([F:41])[c:27]([O:28][c:29]4[c:30]([Cl:38])[c:31]([C:35](=[O:36])[NH2:37])[n:32][cH:33][cH:34]4)[cH:39][cH:40]3)[c:11]([I:14])[cH:12][cH:13]2)[cH:6][cH:7]1. The reactants are CN(C)C=O, CC(C)I, [Na+], [Na+], O=C([O-])[O-], OCCc1cn[nH]c1. The product is CC(C)n1cc(CCO)cn1. Reaction SMILES: [CH3:19][N:20]([CH3:21])[CH:22]=[O:23].[I:15][CH:16]([CH3:17])[CH3:18].[Na+:10].[Na+:9].[O-:11][C:12](=[O:13])[O-:14].[nH:1]1[n:2][cH:3][c:4]([CH2:6][CH2:7][OH:8])[cH:5]1>>[n:1]1([CH:16]([CH3:17])[CH3:18])[n:2][cH:3][c:4]([CH2:6][CH2:7][OH:8])[cH:5]1. The reactants are O1C(CCCC1)OCCCCCCCO (7-(tetrahydropyran-2-yloxy)-1-heptanol), [Cr](=O)(=O)([O-])Cl.[NH+]1=CC=CC=C1 (pyridinium chlorochromate), C(C)(=O)[O-].[Na+] (sodium acetate). Solvent: C(C)OCC (diethyl ether), C(Cl)Cl (methylene chloride), C(Cl)Cl (methylene chloride). Conditions: temperature 0 celsius, time 1 hour. Yields the product O1C(CCCC1)OCCCCCCC=O (7-(tetrahydropyran-2-yloxy)heptanal). The yield is 69.9%. As a reaction SMILES: [O:1]1[CH2:6][CH2:5][CH2:4][CH2:3][CH:2]1[O:7][CH2:8][CH2:9][CH2:10][CH2:11][CH2:12][CH2:13][CH2:14][OH:15].[Cr](Cl)([O-])(=O)=O.[NH+]1C=CC=CC=1.C([O-])(=O)C.[Na+]>C(Cl)Cl.C(OCC)C>[O:1]1[CH2:6][CH2:5][CH2:4][CH2:3][CH:2]1[O:7][CH2:8][CH2:9][CH2:10][CH2:11][CH2:12][CH2:13][CH:14]=[O:15] |f:1.2,3.4|. Procedure details: A solution of 20.37 g of 7-(tetrahydropyran-2-yloxy)-1-heptanol in 200 ml of methylene chloride was added, whilst ice-cooling, to a mixture of 40.60 g of pyridinium chlorochromate, 3.86 g of sodium acetate and 200 ml of methylene chloride. The resulting mixture was stirred at 0° C. for 1 hour and then at room temperature for 3 hours, after which was diluted with 1.5 liter of diethyl ether and passed through a column containing 250 g of silica gel. The eluate was concentrated by evaporation under... Starting materials: CNC1CCCCC1 (N-methyl-N-cyclohexylamine), ClC=1C=C(C(C)(C)N=C=O)C=CC1 (m-chloro-α,α-dimethylbenzyl isocyanate), [C-]#N (cyanide). The solvent is C1=CC=CC=C1 (benzene), CCCCCC (n-hexane). Run at time 6 hour. Yields the product ClC=1C=C(C(C)(C)NC(N(C)C2CCCCC2)=O)C=CC1 (3-(m-Chloro-α,α-dimethylbenzyl)-1-cyclohexyl-1-methylurea). The yield is 90.7%. As a reaction SMILES: [CH3:1][NH:2][CH:3]1[CH2:8][CH2:7][CH2:6][CH2:5][CH2:4]1.[Cl:9][C:10]1[CH:11]=[C:12]([CH:19]=[CH:20][CH:21]=1)[C:13]([N:16]=[C:17]=[O:18])([CH3:15])[CH3:14].[C-]#N>CCCCCC.C1C=CC=CC=1>[Cl:9][C:10]1[CH:11]=[C:12]([CH:19]=[CH:20][CH:21]=1)[C:13]([NH:16][C:17](=[O:18])[N:2]([CH:3]1[CH2:8][CH2:7][CH2:6][CH2:5][CH2:4]1)[CH3:1])([CH3:15])[CH3:14]. Procedure details: A solution of 1.2 g of N-methyl-N-cyclohexylamine in 5 ml of n-hexane was added to a solution of 0.01 mole of m-chloro-α,α-dimethylbenzyl isocyanate (prepared from the corresponding cyanide in the same way as shown in Synthesis Example 1) in 10 ml of benzene. The mixture was kept at room temperature for 6 hours and concentrated under reduced pressure to obtain crystals, which were recrystallized from n-hexane to give 2.8 g of the title compound as white crystals.